This data is from the Open Reaction Database (ORD), a public repository of structured organic reaction records. The task is: describe an organic reaction: reactants, conditions, products, and yield Reactants: CCOC(=O)C1(CCOC)CCN(C(=O)CCC(C)(C)C)CC1, C[Al+]C, CCCCCCC, [Cl-], Nc1ccc(OC(F)(F)F)cc1. Product: CC(C)(C)CCC(=O)N1CCC2(CC1)CCN(c1ccc(OC(F)(F)F)cc1)C2=O. RXN SMILES: [CH2:1]([O:2][C:4](=[O:5])[C:6]1([CH2:20][CH2:21][O:3][CH3:22])[CH2:7][CH2:8][N:9]([C:12]([CH2:13][CH2:14][C:15]([CH3:16])([CH3:17])[CH3:18])=[O:19])[CH2:10][CH2:11]1)[CH3:23].[CH3:25][Al+:26][CH3:27].[CH3:40][CH2:41][CH2:42][CH2:43][CH2:44][CH2:45][CH3:46].[Cl-:24].[F:28][C:29]([O:30][c:31]1[cH:32][cH:33][c:34]([NH2:35])[cH:36][cH:37]1)([F:38])[F:39]>>[C:4]1(=[O:5])[C:6]2([CH2:7][CH2:8][N:9]([C:12]([CH2:13][CH2:14][C:15]([CH3:16])([CH3:17])[CH3:18])=[O:19])[CH2:10][CH2:11]2)[CH2:20][CH2:21][N:35]1[c:34]1[cH:33][cH:32][c:31]([O:30][C:29]([F:28])([F:38])[F:39])[cH:37][cH:36]1. Reactants: C1CCOC1, [Cl-], O=[N+]([O-])c1ccc(-c2ccccc2)nc1, [NH4+], O, [Zn]. The product is Nc1ccc(-c2ccccc2)nc1. RXN SMILES: [CH2:19]1[O:20][CH2:21][CH2:22][CH2:23]1.[Cl-:1].[N+:3]([O-:4])(=[O:5])[c:6]1[cH:7][cH:8][c:9](-[c:12]2[cH:13][cH:14][cH:15][cH:16][cH:17]2)[n:10][cH:11]1.[NH4+:2].[OH2:18].[Zn:24]>>[NH2:3][c:6]1[cH:7][cH:8][c:9](-[c:12]2[cH:13][cH:14][cH:15][cH:16][cH:17]2)[n:10][cH:11]1.